This data is from the Open Reaction Database (ORD), a public repository of structured organic reaction records. The task is: describe an organic reaction: reactants, conditions, products, and yield Starting materials: ethyl ester, OCC1=CC=C(OC(C(=O)O)C)C=C1 (2-(p-hydroxymethylphenoxy)-propionic acid), SOBr2, BrCCC1=CC=C(OC(C(=O)O)C)C=C1 (2-(p-bromoethylphenoxy)-propionic acid), ethyl ester, BrC(C(=O)OCC)C (ethyl 2-bromopropionate), [Na] (sodium), C1(=CC=CC=C1)O (phenol), C1=CC(=CC=C1CO)O (p-hydroxybenzyl alcohol). Solvent: C(C)O (ethanol). Yields the product ethyl ester, O(C1=CC=CC=C1)CC1=CC=C(OC(C(=O)O)C)C=C1 (2-(4-phenoxymethylphenoxy)-propionic acid). RXN SMILES: [Na].[C:2]1([OH:8])[CH:7]=[CH:6][CH:5]=[CH:4][CH:3]=1.BrC[CH2:11][C:12]1[CH:23]=[CH:22][C:15]([O:16][CH:17]([CH3:21])[C:18]([OH:20])=[O:19])=[CH:14][CH:13]=1.C1C(CO)=CC=C(O)C=1.BrC(C)C(OCC)=O.OCC1C=CC(OC(C)C(O)=O)=CC=1>C(O)C>[O:8]([CH2:11][C:12]1[CH:23]=[CH:22][C:15]([O:16][CH:17]([CH3:21])[C:18]([OH:20])=[O:19])=[CH:14][CH:13]=1)[C:2]1[CH:7]=[CH:6][CH:5]=[CH:4][CH:3]=1 |^1:0|. Reported procedure: 2.3 g. of sodium is dissolved in 250 ml. of absolute ethanol; 9.4 g. of phenol and 28.6 g. of the ethyl ester of 2-(p-bromoethylphenoxy)-propionic acid [obtainable by reacting p-hydroxybenzyl alcohol with ethyl 2-bromopropionate to the ethyl ester of 2-(p-hydroxymethylphenoxy)-propionic acid and subsequent reaction with SOBr2 ] are added thereto, and the mixture is refluxed for 3 hours and evaporated. The usual working-up procedure yields the ethyl ester of 2-(4-phenoxymethylphenoxy)-propionic a... Starting materials: CCO, CSC(=Nc1ccc(F)c(Cl)c1)c1nonc1CO[Si](C(C)C)(C(C)C)C(C)C, NO. The product is CC(C)[Si](OCc1nonc1C(=NO)Nc1ccc(F)c(Cl)c1)(C(C)C)C(C)C. Reaction SMILES: [CH3:32][CH2:33][OH:34].[Cl:1][c:2]1[cH:3][c:4]([N:9]=[C:10]([S:11][CH3:12])[c:13]2[n:14][o:15][n:16][c:17]2[CH2:18][O:19][Si:20]([CH:21]([CH3:22])[CH3:23])([CH:24]([CH3:25])[CH3:26])[CH:27]([CH3:28])[CH3:29])[cH:5][cH:6][c:7]1[F:8].[NH2:30][OH:31]>>[Cl:1][c:2]1[cH:3][c:4]([NH:9][C:10]([c:13]2[n:14][o:15][n:16][c:17]2[CH2:18][O:19][Si:20]([CH:21]([CH3:22])[CH3:23])([CH:24]([CH3:25])[CH3:26])[CH:27]([CH3:28])[CH3:29])=[N:30][OH:31])[cH:5][cH:6][c:7]1[F:8]. Starting materials: CC(CCCC(=O)OCC)(C)C (Ethyl 5,5-dimethylhexanoate), [H-].[Al+3].[Li+].[H-].[H-].[H-] (lithium aluminium hydride). Run in C1CCOC1 (THF). Reaction conditions: temperature 0 celsius, time 2 hour. Product: CC(CCCCO)(C)C (5,5-dimethylhexanol). Yield: 77.8%. Reaction SMILES: [CH3:1][C:2]([CH3:12])([CH3:11])[CH2:3][CH2:4][CH2:5][C:6](OCC)=[O:7].[H-].[Al+3].[Li+].[H-].[H-].[H-]>C1COCC1>[CH3:1][C:2]([CH3:12])([CH3:11])[CH2:3][CH2:4][CH2:5][CH2:6][OH:7] |f:1.2.3.4.5.6|. Procedure: Ethyl 5,5-dimethylhexanoate (1.87 g) (prepared in Example 34 with esterification), was dissolved in 30 ml of THF and lithium aluminium hydride (2 g) added portionwise. The reaction was stirred for 2 hours at 0° C. before quenching with 2 ml 15% NaOH and 6 ml water before diluting with dichloromethane and filtering through CELITE (RTM) and the solvent evaporated to give 5,5-dimethylhexanol product (1.1 g) as a slightly volatile liquid. This alcohol was dissolved in 30 ml dichloromethane containin... The reactants are CCOC(=O)CCCCBr, O=C([O-])[O-], CCCC[N+](CCCC)(CCCC)CCCC, COc1ccc(-c2nc(S)[nH]c2-c2ccc(OC)cc2)cc1, [I-], [K+], [K+], C1CCOC1, O. Yields the product CCOC(=O)CCCCSc1nc(-c2ccc(OC)cc2)c(-c2ccc(OC)cc2)[nH]1. RXN SMILES: [Br:23][CH2:24][CH2:25][CH2:26][CH2:27][C:28](=[O:29])[O:30][CH2:31][CH3:32].[C:33](=[O:34])([O-:35])[O-:36].[CH2:41]([N+:42]([CH2:43][CH2:44][CH2:45][CH3:46])([CH2:47][CH2:48][CH2:49][CH3:50])[CH2:51][CH2:52][CH2:53][CH3:54])[CH2:55][CH2:56][CH3:57].[CH3:1][O:2][c:3]1[cH:4][cH:5][c:6](-[c:9]2[n:10][c:11]([SH:22])[nH:12][c:13]2-[c:14]2[cH:15][cH:16][c:17]([O:20][CH3:21])[cH:18][cH:19]2)[cH:7][cH:8]1.[I-:40].[K+:37].[K+:38].[O:58]1[CH2:59][CH2:60][CH2:61][CH2:62]1.[OH2:39]>>[CH3:1][O:2][c:3]1[cH:4][cH:5][c:6](-[c:9]2[nH:10][c:11]([S:22][CH2:24][CH2:25][CH2:26][CH2:27][C:28](=[O:29])[O:30][CH2:31][CH3:32])[n:12][c:13]2-[c:14]2[cH:15][cH:16][c:17]([O:20][CH3:21])[cH:18][cH:19]2)[cH:7][cH:8]1.